Dataset: the Open Reaction Database (ORD), a public repository of structured organic reaction records. Task: describe an organic reaction: reactants, conditions, products, and yield Reactants: CC(C)(C)OC(=O)N1CCC(Oc2ccc(Br)c3cnc(Nc4ccc(N5CCOCC5)c(Cl)c4)nc23)CC1, ClCCl, O=C(O)C(F)(F)F. Product: Clc1cc(Nc2ncc3c(Br)ccc(OC4CCNCC4)c3n2)ccc1N1CCOCC1. RXN SMILES: [Br:1][c:2]1[c:3]2[cH:4][n:5][c:6]([NH:26][c:27]3[cH:28][c:29]([Cl:39])[c:30]([N:33]4[CH2:34][CH2:35][O:36][CH2:37][CH2:38]4)[cH:31][cH:32]3)[n:7][c:8]2[c:9]([O:12][CH:13]2[CH2:14][CH2:15][N:16]([C:19]([O:20][C:21]([CH3:22])([CH3:23])[CH3:24])=[O:25])[CH2:17][CH2:18]2)[cH:10][cH:11]1.[Cl:47][CH2:48][Cl:49].[F:40][C:41]([F:42])([F:43])[C:44]([OH:45])=[O:46]>>[Br:1][c:2]1[c:3]2[cH:4][n:5][c:6]([NH:26][c:27]3[cH:28][c:29]([Cl:39])[c:30]([N:33]4[CH2:34][CH2:35][O:36][CH2:37][CH2:38]4)[cH:31][cH:32]3)[n:7][c:8]2[c:9]([O:12][CH:13]2[CH2:14][CH2:15][NH:16][CH2:17][CH2:18]2)[cH:10][cH:11]1. Reactants: C(C1=CC=CC=C1)(=O)NNC1=NC=C(C(=O)OC(C)(C)C)C=C1Cl (tert-butyl 6-(2-benzoylhydrazino)-5-chloronicotinate), COC=1C=CC(=CC1)P2(=S)SP(=S)(S2)C=3C=CC(=CC3)OC (Lawesson's reagent). Run in C1(=CC=CC=C1)C (toluene). Conditions: temperature 80 celsius, time 2 hour. Product: ClC=1C=2N(C=C(C1)C(=O)OC(C)(C)C)C(=NN2)C2=CC=CC=C2 (tert-butyl 8-chloro-3-phenyl[1,2,4]triazolo[4,3-a]pyridine-6-carboxylate). Yield: 45.4%. As a reaction SMILES: [C:1]([NH:9][NH:10][C:11]1[C:23]([Cl:24])=[CH:22][C:14]([C:15]([O:17][C:18]([CH3:21])([CH3:20])[CH3:19])=[O:16])=[CH:13][N:12]=1)(=O)[C:2]1[CH:7]=[CH:6][CH:5]=[CH:4][CH:3]=1.COC1C=CC(P2(SP(C3C=CC(OC)=CC=3)(=S)S2)=S)=CC=1>C1(C)C=CC=CC=1>[Cl:24][C:23]1[C:11]2[N:12]([C:1]([C:2]3[CH:7]=[CH:6][CH:5]=[CH:4][CH:3]=3)=[N:9][N:10]=2)[CH:13]=[C:14]([C:15]([O:17][C:18]([CH3:21])([CH3:20])[CH3:19])=[O:16])[CH:22]=1. Procedure details: To a solution of tert-butyl 6-(2-benzoylhydrazino)-5-chloronicotinate (3.3 g, 9.49 mmol) in toluene (40 mL) was added Lawesson's reagent (1.92 g, 4.74 mmol). The mixture was stirred at 80° C. After 2 h, the mixture was concentrated. Saturated aqueous sodium bicarbonate was added and the mixture was extracted with ethyl acetate (3×). The combined organic layer was washed with brine, dried over sodium sulfate, filtered and concentrated. Purification by silica gel chromatography (100% dichlorometha... Starting materials: C#CCCCCCCCCO, [Li]CCCC, CCCC[Sn](Cl)(CCCC)CCCC, C1CCOC1, C[Si](C)(C)O[Si](C)(C)C, CC(=O)O, CCCCC=CB(C1CCCCC1)C1CCCCC1, [Na+], [OH-], OO, O=S(=O)(O)O. Yields the product CCCCC=CC=CCCCCCCCCO. Reaction SMILES: [CH2:10]([CH2:11][CH2:12][CH2:13][CH2:14][CH2:15][CH2:16][CH2:17][C:18]#[CH:19])[OH:20].[CH2:21]([Li:22])[CH2:23][CH2:24][CH3:25].[CH2:45]([Sn:46]([Cl:47])([CH2:48][CH2:49][CH2:50][CH3:51])[CH2:52][CH2:53][CH2:54][CH3:55])[CH2:56][CH2:57][CH3:58].[CH2:68]1[O:69][CH2:70][CH2:71][CH2:72]1.[CH3:1][Si:2]([O:3][Si:4]([CH3:5])([CH3:6])[CH3:7])([CH3:8])[CH3:9].[CH3:73][C:74](=[O:75])[OH:76].[CH:26](=[CH:27][CH2:28][CH2:29][CH2:30][CH3:31])[B:32]([CH:33]1[CH2:34][CH2:35][CH2:36][CH2:37][CH2:38]1)[CH:39]1[CH2:40][CH2:41][CH2:42][CH2:43][CH2:44]1.[Na+:65].[OH-:64].[OH:66][OH:67].[S:59](=[O:60])(=[O:61])([OH:62])[OH:63]>>[CH2:10]([CH2:11][CH2:12][CH2:13][CH2:14][CH2:15][CH2:16][CH2:17][CH:18]=[CH:19][CH:26]=[CH:27][CH2:28][CH2:29][CH2:30][CH3:31])[OH:20]. The reactants are [Br-], CCOCC, C=C[Mg+], O=C(c1ccc(OC(F)(F)F)cc1)C1CC1, C1CCOC1. Product: C=CC(O)(c1ccc(OC(F)(F)F)cc1)C1CC1. RXN SMILES: [Br-:1].[CH3:21][CH2:22][O:23][CH2:24][CH3:25].[CH:2](=[CH2:3])[Mg+:4].[F:5][C:6]([O:7][c:8]1[cH:9][cH:10][c:11]([C:14](=[O:15])[CH:16]2[CH2:17][CH2:18]2)[cH:12][cH:13]1)([F:19])[F:20].[O:26]1[CH2:27][CH2:28][CH2:29][CH2:30]1>>[CH:2](=[CH2:3])[C:14]([c:11]1[cH:10][cH:9][c:8]([O:7][C:6]([F:5])([F:19])[F:20])[cH:13][cH:12]1)([OH:15])[CH:16]1[CH2:17][CH2:18]1.